Dataset: the Open Reaction Database (ORD), a public repository of structured organic reaction records. Task: describe an organic reaction: reactants, conditions, products, and yield The reactants are COC1=CC=C(C=O)C=C1 (4-methoxy-benzaldehyde), S(=O)(O)[O-].[Na+] (sodium hydrogen sulphite), NC=1C=C2C(NC=NC2=CC1N)=O (6,7-diamino-3,4-dihydroquinazolin-4-one). Solvent: CO (methanol). The product is COC1=CC=C(C=C1)C1=NC=2C(=CC=3C(NC=NC3C2)=O)N1 (2-(4-Methoxyphenyl)-7,8-dihydro-lH-imidazo[4,5-g]-quinazolin-8-one). Isolated yield 82.0%. As a reaction SMILES: [CH3:1][O:2][C:3]1[CH:10]=[CH:9][C:6]([CH:7]=O)=[CH:5][CH:4]=1.S([O-])(O)=O.[Na+].[NH2:16][C:17]1[CH:18]=[C:19]2[C:24](=[CH:25][C:26]=1[NH2:27])[N:23]=[CH:22][NH:21][C:20]2=[O:28]>CO>[CH3:1][O:2][C:3]1[CH:10]=[CH:9][C:6]([C:7]2[NH:16][C:17]3=[CH:18][C:19]4[C:20](=[O:28])[NH:21][CH:22]=[N:23][C:24]=4[CH:25]=[C:26]3[N:27]=2)=[CH:5][CH:4]=1 |f:1.2|. Reported procedure: In a manner analogous to that described in Example 20, from 4-methoxy-benzaldehyde, sodium hydrogen sulphite and 6,7-diamino-3,4-dihydroquinazolin-4-one (see Example 2), after boiling with methanol, there was obtained the title compound in a yield of 82% of theory; m.p. >300° C. Starting materials: O=Cc1cc(Br)cs1, ClCCl, [K+], O=[N+]([O-])[O-], O=S(=O)(O)O. Product: O=Cc1cc(Br)c([N+](=O)[O-])s1. Reaction SMILES: [Br:6][c:7]1[cH:8][c:9]([CH:12]=[O:13])[s:10][cH:11]1.[Cl:14][CH2:15][Cl:16].[K+:1].[O-:2][N+:3]([O-:4])=[O:5].[S:17](=[O:18])(=[O:19])([OH:20])[OH:21]>>[O-:2][N+:3](=[O:5])[c:11]1[c:7]([Br:6])[cH:8][c:9]([CH:12]=[O:13])[s:10]1. Reactants: BrCCC=1C(OC2=C(C1)C=CC=C2)=O (3-(2-bromoethyl)-2H-1-benzopyran-2-one), CC1=CC=C(O1)CN1C(=NC=2C1=NC=CC2)NC2CNCC2 (3-[(5-methyl-2-furanyl)methyl]-N-(3-pyrrolidinyl)-3H-imidazo-[4,5-b]pyridin-2-amine), C(O)([O-])=O.[Na+] (sodium hydrogen carbonate), [I-].[K+] (potassium iodide). Solvent: C(C)O (ethanol). Conditions: time 4 hour. The product is C(\C=C\C(=O)O)(=O)O.CC1=CC=C(O1)CN1C(=NC=2C1=NC=CC2)NC2CN(CC2)CCC=2C(OC1=C(C2)C=CC=C1)=O (3-[ 2-[3-[[3-[(5-methyl-2-furanyl)methyl]-3H-imidazo[4,5-b]pyridin-2-yl]amino]-1-pyrrolidinyl]ethyl]-2H-1-benzopyran-2-one (E)-2-butenedioate). Yield: 25.6%. As a reaction SMILES: Br[CH2:2][CH2:3][C:4]1[C:5](=[O:14])[O:6][C:7]2[CH:13]=[CH:12][CH:11]=[CH:10][C:8]=2[CH:9]=1.[CH3:15][C:16]1[O:20][C:19]([CH2:21][N:22]2[C:26]3=[N:27][CH:28]=[CH:29][CH:30]=[C:25]3[N:24]=[C:23]2[NH:31][CH:32]2[CH2:36][CH2:35][NH:34][CH2:33]2)=[CH:18][CH:17]=1.[C:37](=[O:40])([O-:39])O.[Na+].[I-].[K+]>C(O)C>[C:5]([OH:14])(=[O:6])/[CH:4]=[CH:3]/[C:37]([OH:39])=[O:40].[CH3:15][C:16]1[O:20][C:19]([CH2:21][N:22]2[C:26]3=[N:27][CH:28]=[CH:29][CH:30]=[C:25]3[N:24]=[C:23]2[NH:31][CH:32]2[CH2:36][CH2:35][N:34]([CH2:2][CH2:3][C:4]3[C:5](=[O:14])[O:6][C:7]4[CH:13]=[CH:12][CH:11]=[CH:10][C:8]=4[CH:9]=3)[CH2:33]2)=[CH:18][CH:17]=1 |f:2.3,4.5,7.8|. Reported procedure: A mixture of 7.6 parts of 3-(2-bromoethyl)-2H-1-benzopyran-2-one, 6.0 parts of 3-[(5-methyl-2-furanyl)methyl]-N-(3-pyrrolidinyl)-3H-imidazo-[4,5-b]pyridin-2-amine, 8.4 parts of sodium hydrogen carbonate, 0.1 parts of potassium iodide and 160 parts of ethanol was stirred for 4 hours at reflux temperature. After cooling to room temperature, the precipitated product was filtered off and the filtrate was evaporated. The residue was stirred in ethyl acetate. The precipitate was filtered off and the f... Reactants: 118g, O.NN (hydrazine hydrate), Cl (HCl), 167g, [N+](=O)([O-])C=1C=C(C(=O)O)C=CC1 (m-nitrobenzoic acid), 160g. Run in CO (methanol). The product is [N+](=O)([O-])C=1C=C(C(=O)NN)C=CC1 (m-nitrobenzhydrazide). As a reaction SMILES: [N+:1]([C:4]1[CH:5]=[C:6]([CH:10]=[CH:11][CH:12]=1)[C:7](O)=[O:8])([O-:3])=[O:2].Cl.O.[NH2:15][NH2:16]>CO>[N+:1]([C:4]1[CH:5]=[C:6]([CH:10]=[CH:11][CH:12]=1)[C:7]([NH:15][NH2:16])=[O:8])([O-:3])=[O:2] |f:2.3|. Procedure details: A mixture of 167g (1 mole) of m-nitrobenzoic acid and 160g (5 moles) of methanol was refluxed with stirring for 3 hours while a stream of dry HCl was bubbled in. A precipitate which formed on cooling to room temperature was filtered off, and dissolved in hot methanol. The solution was boiled for 10 minutes with a mixture of sodium carbonate and anhydrous calcium sulfate and was then filtered. The filtrate was stirred and refluxed while 118g (2 moles) of 85% hydrazine hydrate was added. The mixtu... Starting materials: CCCCC(NS(=O)(=O)c1ccc(Br)cc1)C(=O)O, C(=NC1CCCCC1)=NC1CCCCC1, ClCCl, CCOC(=O)c1cccc(N)c1. Product: CCCCC(NS(=O)(=O)c1ccc(Br)cc1)C(=O)Nc1cccc(C(=O)OCC)c1. RXN SMILES: [Br:1][c:2]1[cH:3][cH:4][c:5]([S:8](=[O:9])(=[O:10])[NH:11][CH:12]([C:13](=[O:14])[OH:15])[CH2:16][CH2:17][CH2:18][CH3:19])[cH:6][cH:7]1.[CH:32]1([N:33]=[C:34]=[N:35][CH:36]2[CH2:37][CH2:38][CH2:39][CH2:40][CH2:41]2)[CH2:42][CH2:43][CH2:44][CH2:45][CH2:46]1.[Cl:47][CH2:48][Cl:49].[NH2:20][c:21]1[cH:22][c:23]([C:24](=[O:25])[O:26][CH2:27][CH3:28])[cH:29][cH:30][cH:31]1>>[Br:1][c:2]1[cH:3][cH:4][c:5]([S:8](=[O:9])(=[O:10])[NH:11][CH:12]([C:13](=[O:15])[NH:20][c:21]2[cH:22][c:23]([C:24](=[O:25])[O:26][CH2:27][CH3:28])[cH:29][cH:30][cH:31]2)[CH2:16][CH2:17][CH2:18][CH3:19])[cH:6][cH:7]1. Reactants: ClC1=C(C=CC=C1)NC(NN)=S (4-(2-chlorophenyl)-3-thiosemicarbazide), ClC(C(=O)OCC)C(=O)C (ethyl 2-choroacetoacetate), Cl (hydrogen chloride). Run in C(C)O (ethanol). Conditions: time 1 hour. Product: ClC1=C(C=CC=C1)NC1=NNC(=C1C(=O)OCC)C (3[(2-Chlorophenyl)amino]-5-methyl-1H-pyrazole-4-carboxylic acid, ethyl ester). Isolated yield 72.2%. As a reaction SMILES: [Cl:1][C:2]1[CH:7]=[CH:6][CH:5]=[CH:4][C:3]=1[NH:8][C:9](=S)[NH:10][NH2:11].Cl[CH:14]([C:20]([CH3:22])=O)[C:15]([O:17][CH2:18][CH3:19])=[O:16].Cl>C(O)C>[Cl:1][C:2]1[CH:7]=[CH:6][CH:5]=[CH:4][C:3]=1[NH:8][C:9]1[C:14]([C:15]([O:17][CH2:18][CH3:19])=[O:16])=[C:20]([CH3:22])[NH:11][N:10]=1. Reported procedure: A solution of 10.05 g (0.05 mole) of 4-(2-chlorophenyl)-3-thiosemicarbazide in 75 mL of absolute ethanol was treated with 8.48 g (0.05 mole) of ethyl 2-choroacetoacetate and stirred under nitrogen atmosphere at room temperature for 1 hr. The reaction mixture was treated with 40 mL of 2N ethanolic hydrogen chloride and heated at reflux for 1 hr, during which time the yellow slurry became a clear, deep orange solution. The characteristic insoluble amorphous sulfur was removed by filtration. The fi... Reactants: CC(CC)=O (2-butanone), C(CCC)[Li] (n-Butyllithium), CCCCCC (hexane), ClC1=NC(=C2N=CN(C2=N1)C1OCCCC1)N1CCOCC1 (4-(2-chloro-9-(tetrahydro-2H-pyran-2-yl)-9H-purin-6-yl)morpholine). Run in C1CCOC1 (THF). Conditions: temperature 0 celsius, time 15 minute. Product: ClC1=NC(=C2N=C(N(C2=N1)C1OCCCC1)C(C)(CC)O)N1CCOCC1 (2-(2-chloro-6-morpholino-9-(tetrahydro-2H-pyran-2-yl)-9H-purin-8-yl)butan-2-ol). Reaction SMILES: [Cl:1][C:2]1[N:10]=[C:9]2[C:5]([N:6]=[CH:7][N:8]2[CH:11]2[CH2:16][CH2:15][CH2:14][CH2:13][O:12]2)=[C:4]([N:17]2[CH2:22][CH2:21][O:20][CH2:19][CH2:18]2)[N:3]=1.C([Li])CCC.CCCCCC.[CH3:34][C:35](=[O:38])[CH2:36][CH3:37]>C1COCC1>[Cl:1][C:2]1[N:10]=[C:9]2[C:5]([N:6]=[C:7]([C:35]([OH:38])([CH2:36][CH3:37])[CH3:34])[N:8]2[CH:11]2[CH2:16][CH2:15][CH2:14][CH2:13][O:12]2)=[C:4]([N:17]2[CH2:22][CH2:21][O:20][CH2:19][CH2:18]2)[N:3]=1. Procedure details: A solution of 4-(2-chloro-9-(tetrahydro-2H-pyran-2-yl)-9H-purin-6-yl)morpholine (5.0 g, 15 mmol) in THF (100 mL) was cooled to −42° C. and treated with a solution of 2.5M n-Butyllithium (n-BuLi) in hexane (12.35 mL, 31 mmol) dropwise over 5 minutes. After 15 min at −42° C., 2-butanone (3.1 mL, 34 mmol) was added and the reaction mixture was slowly warmed to 0° C. over 2 hr. The mixture was quenched with water, and diluted with ethyl acetate. The aqueous layer was extracted into ethyl acetate (3×... Isolated yield 88.0%. The product is FC1(C[C@@H](NCC1)C(=O)N[C@@H](C)C1=CC=C(C(=O)OC)C=C1)F (methyl 4-((S)-1-((R)-4,4-difluoropiperidine-2-carboxamido)ethyl)benzoate). Reported procedure: The title compound (D97) (66 mg) was prepared according to the general procedure for t-Butyl carbamate (Boc) cleavage starting from (R)-tert-butyl 4,4-difluoro-2-(((S)-1-(4-(methoxycarbonyl)phenyl)ethyl)carbamoyl)piperidine-1-carboxylate (D66) (98 mg). Reactants: C(N)(OC(C)(C)C)=O (t-Butyl carbamate), FC1(C[C@@H](N(CC1)C(=O)OC(C)(C)C)C(N[C@@H](C)C1=CC=C(C=C1)C(=O)OC)=O)F ((R)-tert-butyl 4,4-difluoro-2-(((S)-1-(4-(methoxycarbonyl)phenyl)ethyl)carbamoyl)piperidine-1-carboxylate). RXN SMILES: C(=O)(OC(C)(C)C)N.[F:9][C:10]1([F:38])[CH2:15][CH2:14][N:13](C(OC(C)(C)C)=O)[C@@H:12]([C:23](=[O:37])[NH:24][C@H:25]([C:27]2[CH:32]=[CH:31][C:30]([C:33]([O:35][CH3:36])=[O:34])=[CH:29][CH:28]=2)[CH3:26])[CH2:11]1>>[F:38][C:10]1([F:9])[CH2:15][CH2:14][NH:13][C@@H:12]([C:23]([NH:24][C@H:25]([C:27]2[CH:32]=[CH:31][C:30]([C:33]([O:35][CH3:36])=[O:34])=[CH:29][CH:28]=2)[CH3:26])=[O:37])[CH2:11]1.